This data is from the Open Reaction Database (ORD), a public repository of structured organic reaction records. The task is: describe an organic reaction: reactants, conditions, products, and yield Starting materials: CC[C@H]1CN2CC[C@H]1C[C@@H]2[C@H](C3=C4C=C(C=CC4=NC=C3)OC)OC5=NN=C(C6=CC=CC=C65)O[C@H]([C@H]7C[C@@H]8CCN7C[C@@H]8CC)C9=C1C=C(C=CC1=NC=C9)OC (AD-Mix-Beta), C(C)(C)(C)O.O (tert-butanol water), CS(=O)(=O)N (methanesulfonamide), C(C1=CC=CC=C1)N1CCC(=CC1)C(F)(F)F (1-benzyl-4-trifluoromethyl-1,2,3,6-tetrahydropyridine). Conditions: time 20 minute. Product: C(C1=CC=CC=C1)N1C[C@@H]([C@@](CC1)(O)C(F)(F)F)O ((3S,4R)-1-benzyl-4-trifluoromethylpiperidin-3,4-diol). Reaction SMILES: CC[C@@H]1[C@@H]2C[C@H]([C@@H](OC3C4C(=CC=CC=4)C(O[C@@H](C4C=CN=C5C=4C=C(OC)C=C5)[C@@H]4N5C[C@H](CC)[C@@H](CC5)C4)=NN=3)C3C=CN=C4C=3C=C([O:22]C)C=C4)N(CC2)C1.CS(N)(=O)=O.[CH2:64]([N:71]1[CH2:76][CH:75]=[C:74]([C:77]([F:80])([F:79])[F:78])[CH2:73][CH2:72]1)[C:65]1[CH:70]=[CH:69][CH:68]=[CH:67][CH:66]=1.C(O)(C)(C)C.[OH2:86]>>[CH2:64]([N:71]1[CH2:72][CH2:73][C@@:74]([C:77]([F:80])([F:78])[F:79])([OH:86])[C@@H:75]([OH:22])[CH2:76]1)[C:65]1[CH:66]=[CH:67][CH:68]=[CH:69][CH:70]=1 |f:3.4|. Procedure details: 43.80 g of AD-Mix-Beta was placed in 3000 mL of tert-butanol/water (1:1) and stirred for 20 minutes at RT. The mixture was cooled to 0° C., 2.97 g (31.25 mmol) of methanesulfonamide and 7.54 g (31.25 mmol) of 1-benzyl-4-trifluoromethyl-1,2,3,6-tetrahydropyridine were added, the cooling bath was removed, and the mixture was stirred for 8 days at RT. Another 22 g of AD-Mix-Beta and 1.5 g of methanesulfonamide were added and the mixture was again stirred for 7 days at RT. 11.2 g of sodium sulfite w...